Dataset: the Open Reaction Database (ORD), a public repository of structured organic reaction records. Task: describe an organic reaction: reactants, conditions, products, and yield Starting materials: N1=NN=NC1=C1N=NN=N1 (bitetrazole), C([O-])([O-])=O.[NH4+].[NH4+].[Cu] (copper diammonium carbonate). The solvent is O (water). Run at temperature 90 celsius, time 1 hour. Yields the product N1=NN=NC1=C1N=NN=N1.[NH4+].[NH4+].[Cu+2] (Copper Diammonium Bitetrazole). RXN SMILES: [N:1]1[C:5](=[C:6]2[N:10]=[N:9][N:8]=[N:7]2)[N:4]=[N:3][N:2]=1.C(=O)([O-])[O-].[NH4+:15].[NH4+].[Cu:17]>O>[N:1]1[C:5](=[C:6]2[N:10]=[N:9][N:8]=[N:7]2)[N:4]=[N:3][N:2]=1.[NH4+:15].[NH4+:1].[Cu+2:17] |f:1.2.3.4,6.7.8.9|. Procedure: In this Example, 49.88 grams of bitetrazole were suspended in 100 ml of water. Subsequently, 53.31 grams of copper diammonium carbonate were slowly added to the reaction mixture and the reaction mixture was allowed to off-gas. The resulting reaction mixture was then heated to 90° C. and held at that temperature for approximately 1 hour. A solid was formed that was filtered, washed with water, filtered again and then vacuum oven dried at 80° C. The resulting solid was in a yield of 80.45 grams as... The reactants are [Al+3], [Br-], C1CCOC1, COc1cccc(C=CC(=O)O)c1, [H-], [H-], [H-], [H-], [K+], [Li+]. The product is COc1cccc(C=CCO)c1. As a reaction SMILES: [Al+3:2].[Br-:20].[CH2:22]1[O:23][CH2:24][CH2:25][CH2:26]1.[CH3:7][O:8][c:9]1[cH:10][c:11]([CH:12]=[CH:13][C:14](=[O:15])[OH:16])[cH:17][cH:18][cH:19]1.[H-:1].[H-:4].[H-:5].[H-:6].[K+:21].[Li+:3]>>[CH3:7][O:8][c:9]1[cH:10][c:11]([CH:12]=[CH:13][CH2:14][OH:15])[cH:17][cH:18][cH:19]1.